Dataset: the Open Reaction Database (ORD), a public repository of structured organic reaction records. Task: describe an organic reaction: reactants, conditions, products, and yield The reactants are Br.C(C=C)N1CC2=C(C(=C(C=C2C(C1)C1=CC=C(C=C1)O)O)O)Cl (2-allyl-8-chloro-6,7-dihydroxy-4-(p-hydroxyphenyl)-1,2,3,4-tetrahydroisoquinoline hydrobromide), C(C)(=O)Br (acetyl bromide). The solvent is FC(C(=O)O)(F)F (trifluoroacetic acid). Run at time 2 hour. Yields the product Br.C(C=C)N1CC2=C(C(=C(C=C2C(C1)C1=CC=C(C=C1)OC(C)=O)OC(C)=O)OC(C)=O)Cl (2-allyl-8-chloro-6,7-diacetoxy-4-(p-acetoxyphenyl)-1,2,3,4-tetrahydroisoquinoline hydrobromide). Reaction SMILES: Br.[CH2:2]([N:5]1[CH2:14][CH:13]([C:15]2[CH:20]=[CH:19][C:18]([OH:21])=[CH:17][CH:16]=2)[C:12]2[C:7](=[C:8]([Cl:24])[C:9]([OH:23])=[C:10]([OH:22])[CH:11]=2)[CH2:6]1)[CH:3]=[CH2:4].[C:25]([Br:28])(=[O:27])[CH3:26]>FC(F)(F)C(O)=O>[BrH:28].[CH2:2]([N:5]1[CH2:14][CH:13]([C:15]2[CH:20]=[CH:19][C:18]([O:21][C:25](=[O:27])[CH3:26])=[CH:17][CH:16]=2)[C:12]2[C:7](=[C:8]([Cl:24])[C:9]([O:23][C:10](=[O:22])[CH3:9])=[C:10]([O:22][C:18](=[O:21])[CH3:17])[CH:11]=2)[CH2:6]1)[CH:3]=[CH2:4] |f:0.1,4.5|. Procedure details: A mixture of 1 g of 2-allyl-8-chloro-6,7-dihydroxy-4-(p-hydroxyphenyl)-1,2,3,4-tetrahydroisoquinoline hydrobromide, 1.3 ml of acetyl bromide and 200 ml of trifluoroacetic acid is stirred at 10° for 2 hours. After evaporation to dryness, the residue is purified, if necessary, by recrystallization to give 2-allyl-8-chloro-6,7-diacetoxy-4-(p-acetoxyphenyl)-1,2,3,4-tetrahydroisoquinoline hydrobromide. Similarly tri-isobutyryloxy, -propionyloxy, -isovaleryloxy, -n-butyryloxy and -n-heptanoyloxy ester... The reactants are BrC=1C=C2C(=C3C(C=CNC13)=O)OCCO2 (6-bromo-2,3-dihydro-7H-[1,4]dioxino[2,3-f]quinolin-10-one), [OH-].[Na+] (sodium hydroxide). Reagents/catalysts: [Pd] (palladium on charcoal). Run in O.O1CCOCC1 (water dioxane). Conditions: time 8 hour. The product is O1CCOC=2C1=C1C(C=CNC1=CC2)=O (2,3-Dihydro-7H-[1,4]dioxino[2,3-f]quinolin-10-one). Yield: 114.8%. As a reaction SMILES: Br[C:2]1[CH:3]=[C:4]2[O:16][CH2:15][CH2:14][O:13][C:5]2=[C:6]2[C:11]=1[NH:10][CH:9]=[CH:8][C:7]2=[O:12].[OH-].[Na+]>O.O1CCOCC1.[Pd]>[O:13]1[C:5]2=[C:6]3[C:11](=[CH:2][CH:3]=[C:4]2[O:16][CH2:15][CH2:14]1)[NH:10][CH:9]=[CH:8][C:7]3=[O:12] |f:1.2,3.4|. Procedure details: A suspension of 6-bromo-2,3-dihydro-7H-[1,4]dioxino[2,3-f]quinolin-10-one (3.4 g, 12 mmol) in water/dioxane (150 mL/80 mL) was treated with 1M aqueous sodium hydroxide solution then hydrogenated over 10% palladium on charcoal (1.5 g) for 20 hours. The mixture was filtered then acidified with 5M aqueous hydrochloric acid. On concentrating to ca 100 mL, a solid began to crystallise out. The mixture was stored at 5° C. overnight. Filtration and drying afforded a pale yellow solid (2.8 g, 100%). LC/... The reactants are SCC(CS)S (1,2,3-trimercaptopropane), O=C(CCC(=O)OCC)CCC(=O)OCC (diethyl 4-oxopimelate), B(F)(F)F.CCOCC (boron trifluoride etherate). The solvent is C(Cl)Cl (methylene chloride). Run at time 3 day. Product: C(C)OC(CCC1(SCC(S1)CS)CCC(=O)OCC)=O (Diethyl-4-(mercaptomethyl)-1,3-dithiolane-2,2-dipropanoate). Yield: 40.0%. RXN SMILES: [SH:1][CH2:2][CH:3]([SH:6])[CH2:4][SH:5].O=[C:8]([CH2:16][CH2:17][C:18]([O:20][CH2:21][CH3:22])=[O:19])[CH2:9][CH2:10][C:11]([O:13][CH2:14][CH3:15])=[O:12].B(F)(F)F.CCOCC>C(Cl)Cl>[CH2:14]([O:13][C:11](=[O:12])[CH2:10][CH2:9][C:8]1([CH2:16][CH2:17][C:18]([O:20][CH2:21][CH3:22])=[O:19])[S:6][CH:3]([CH2:4][SH:5])[CH2:2][S:1]1)[CH3:15] |f:2.3|. Reported procedure: A stirred solution of 1,2,3-trimercaptopropane (10.0 g, 0.071 mol) and diethyl 4-oxopimelate (16.43 g, 0.071 mol) in methylene chloride (300 ml) under nitrogen atmosphere was treated with boron trifluoride etherate (2 ml). After stirring for 3 days at room temperature, the reaction was quenched by addition of 200 ml of 5% sodium bicarbonate solution. The organic phase was separated and dried over anhydrous sodium sulfate. The drying agent was filtered and the filtrate concentrated on the rotary ... Reactants: Cc1cc(C)c(C(=O)Cl)c(C)c1, [Cl-], [Na], C1CCOC1, OO, Cc1ccccc1Pc1ccccc1C. Yields the product Cc1cc(C)c(C(=O)P(=O)(c2ccccc2C)c2ccccc2C)c(C)c1. As a reaction SMILES: [CH3:18][c:19]1[c:20]([C:21](=[O:22])[Cl:23])[c:24]([CH3:29])[cH:25][c:26]([CH3:28])[cH:27]1.[Cl-:2].[Na:1].[O:32]1[CH2:33][CH2:34][CH2:35][CH2:36]1.[OH:30][OH:31].[c:3]1([CH3:17])[c:4]([PH:9][c:10]2[c:11]([CH3:16])[cH:12][cH:13][cH:14][cH:15]2)[cH:5][cH:6][cH:7][cH:8]1>>[c:3]1([CH3:17])[c:4]([P:9]([c:10]2[c:11]([CH3:16])[cH:12][cH:13][cH:14][cH:15]2)([C:21]([c:20]2[c:19]([CH3:18])[cH:27][c:26]([CH3:28])[cH:25][c:24]2[CH3:29])=[O:22])=[O:30])[cH:5][cH:6][cH:7][cH:8]1. The reactants are CC1=NN(C(C1N=NC1=NC=CC=C1)=O)C1=CC=C(C=C1)S(=O)(=O)O (3-methyl-4-(2-pyridylazo)-1-(p-sulfophenyl)-2-pyrazolin-5-one), O=S(Cl)Cl (SOCl2), ice water. Run in CN(C=O)C (dimethylformamide). Conditions: time 8 hour. Product: ClS(=O)(=O)C1=CC=C(C=C1)N1N=C(C(C1=O)N=NC1=NC=CC=C1)C (1-(p-Chlorosulfonylphenyl)-3-methyl-4-(2-pyridylazo)-2-pyrazolin-5-one). The yield is 56.0%. RXN SMILES: [CH3:1][C:2]1[CH:6]([N:7]=[N:8][C:9]2[CH:14]=[CH:13][CH:12]=[CH:11][N:10]=2)[C:5](=[O:15])[N:4]([C:16]2[CH:21]=[CH:20][C:19]([S:22]([OH:25])(=O)=[O:23])=[CH:18][CH:17]=2)[N:3]=1.O=S(Cl)[Cl:28]>CN(C)C=O>[Cl:28][S:22]([C:19]1[CH:20]=[CH:21][C:16]([N:4]2[C:5](=[O:15])[CH:6]([N:7]=[N:8][C:9]3[CH:14]=[CH:13][CH:12]=[CH:11][N:10]=3)[C:2]([CH3:1])=[N:3]2)=[CH:17][CH:18]=1)(=[O:25])=[O:23]. Procedure details: 9.0 g (0.025 mole) of 3-methyl-4-(2-pyridylazo)-1-(p-sulfophenyl)-2-pyrazolin-5-one was added in portions with stirring to 70 ml of SOCl2. To this suspension was added dropwise 3 ml of dimethylformamide. The mixture was stirred overnight. The resulting solution was poured slowly with vigorous stirring into 500 ml of ice water. The solid product was filtered and pressed dry. This product was slurried in 50 percent tetrahydrofuran/ethyl ether, filtered, and dried to obtain 5.3 g (56 percent) of or... Starting materials: Cl.FC1=CC=C(C=C1)NN (4-fluorophenylhydrazine hydrochloride), FC1=C(C(=O)Cl)C=CC=C1 (2-fluorobenzoyl chloride). Run in N1=CC=CC=C1 (pyridine). Run at time 16 hour. The product is FC1=CC=C(C=C1)NNC(C1=C(C=CC=C1)F)=O (2-fluorobenzoic acid, 2-(4-fluorophenyl)hydrazide). Isolated yield 79.5%. As a reaction SMILES: Cl.[F:2][C:3]1[CH:8]=[CH:7][C:6]([NH:9][NH2:10])=[CH:5][CH:4]=1.[F:11][C:12]1[CH:20]=[CH:19][CH:18]=[CH:17][C:13]=1[C:14](Cl)=[O:15]>N1C=CC=CC=1>[F:2][C:3]1[CH:8]=[CH:7][C:6]([NH:9][NH:10][C:14](=[O:15])[C:13]2[CH:17]=[CH:18][CH:19]=[CH:20][C:12]=2[F:11])=[CH:5][CH:4]=1 |f:0.1|. Reported procedure: To a stirred mixture of 80.0 g of 4-fluorophenylhydrazine hydrochloride in 500 ml of dry pyridine, under nitrogen and cooled in an ice bath, was added, dropwise, 85.8 g of 2-fluorobenzoyl chloride. Upon completion of the addition, the ice bath was removed and the reaction mixture stirred at ambient temperature for 16 hours. The reaction mixture was poured into water and a precipitate formed. The precipitate was recrystallized from ethanol-water to give 97.1 g (80%) of 2-fluorobenzoic acid, 2-(4-... Starting materials: BrB(Br)Br, CCOC(C)=O, [Cl-], ClCCl, COC(=O)c1ccc(OC)cc1Nc1ccc(F)cc1, [Na+]. Yields the product COC(=O)c1ccc(O)cc1Nc1ccc(F)cc1. Reaction SMILES: [B:24]([Br:25])([Br:26])[Br:27].[CH3:30][CH2:31][O:32][C:33](=[O:34])[CH3:35].[Cl-:29].[Cl:21][CH2:22][Cl:23].[F:1][c:2]1[cH:3][cH:4][c:5]([NH:6][c:7]2[c:8]([C:9](=[O:10])[O:11][CH3:12])[cH:13][cH:14][c:15]([O:17][CH3:18])[cH:16]2)[cH:19][cH:20]1.[Na+:28]>>[F:1][c:2]1[cH:3][cH:4][c:5]([NH:6][c:7]2[c:8]([C:9](=[O:10])[O:11][CH3:12])[cH:13][cH:14][c:15]([OH:17])[cH:16]2)[cH:19][cH:20]1. Reactants: COC(=O)C1=CC=2N(C=C1C1=C(C=C(C=C1)Cl)Cl)C=CN2 (6-(2,4-dichloro-phenyl)-imidazo[1,2-a]pyridine-7-carboxylic acid methyl ester), CO (MeOH), [Li+].[BH4-] (LiBH4). Solvent: C1CCOC1 (THF). Conditions: temperature 50 celsius, time 4 hour. Product: ClC1=C(C=CC(=C1)Cl)C=1C(=CC=2N(C1)C=CN2)CO ([6-(2,4-Dichloro-phenyl)-imidazo[1,2-a]pyridin-7-yl]-methanol). The yield is 43.1%. RXN SMILES: C[O:2][C:3]([C:5]1[C:10]([C:11]2[CH:16]=[CH:15][C:14]([Cl:17])=[CH:13][C:12]=2[Cl:18])=[CH:9][N:8]2[CH:19]=[CH:20][N:21]=[C:7]2[CH:6]=1)=O.CO.[Li+].[BH4-]>C1COCC1>[Cl:18][C:12]1[CH:13]=[C:14]([Cl:17])[CH:15]=[CH:16][C:11]=1[C:10]1[C:5]([CH2:3][OH:2])=[CH:6][C:7]2[N:8]([CH:19]=[CH:20][N:21]=2)[CH:9]=1 |f:2.3|. Reported procedure: A solution of 6-(2,4-dichloro-phenyl)-imidazo[1,2-a]pyridine-7-carboxylic acid methyl ester (394 mg, 1.23 mmol) and MeOH (0.15 mL, 3.68 mmol) in THF (8 mL) was cooled to 0° C. (ice bath) then LiBH4 (2 M solution in THF, 1.8 mL, 3.6 mmol) was added dropwise and the resulting mixture was heated at 50° C. and stirred for 4 h. The reaction mixture was cooled to RT, quenched by the addition of a saturated NH4Cl solution in water, diluted in water and extracted with AcOEt (2×). The combined organic fr... Reported procedure: To a solution of 2-trimethylsilyl-1,3-dithiane (9.25 mL, 48.7 mmol) in dry tetrahydrofuran (80 mL) at 0° C. under an argon atmosphere was added rapidly n-butyllithium (2.5M in hexanes, 19.2 mL, 48 mmol). After 10 min, the mixture was cooled to -78° C. and a solution of 4- cyano-4-(3-cyclopentyloxy-4-methoxyphenyl)cyclohexan-1-one (7.53 g, 23 mmol) in tetrahydrofuran (40 mL) was added. After 10 min, aqueous sodium chloride was added, the mixture was allowed to warm to room temperature and was dil... Reaction conditions: temperature -78 celsius, time 10 minute. The product is C(#N)C1(CCC(CC1)=C1SCCCS1)C1=CC(=C(C=C1)OC)OC1CCCC1 (2-[4-Cyano-4-(3-cyclopentyloxy-4-methoxyphenyl)cyclohexylidene]-1,3-dithiane). As a reaction SMILES: C[Si](C)(C)[CH:3]1[S:8][CH2:7][CH2:6][CH2:5][S:4]1.C([Li])CCC.[C:16]([C:18]1([C:25]2[CH:30]=[CH:29][C:28]([O:31][CH3:32])=[C:27]([O:33][CH:34]3[CH2:38][CH2:37][CH2:36][CH2:35]3)[CH:26]=2)[CH2:23][CH2:22][C:21](=O)[CH2:20][CH2:19]1)#[N:17].[Cl-].[Na+]>O1CCCC1.O>[C:16]([C:18]1([C:25]2[CH:30]=[CH:29][C:28]([O:31][CH3:32])=[C:27]([O:33][CH:34]3[CH2:38][CH2:37][CH2:36][CH2:35]3)[CH:26]=2)[CH2:19][CH2:20][C:21](=[C:3]2[S:8][CH2:7][CH2:6][CH2:5][S:4]2)[CH2:22][CH2:23]1)#[N:17] |f:3.4|. Yield: 272.0%. The solvent is O1CCCC1 (tetrahydrofuran), O (water), O1CCCC1 (tetrahydrofuran). Reactants: C(#N)C1(CCC(CC1)=O)C1=CC(=C(C=C1)OC)OC1CCCC1 (4- cyano-4-(3-cyclopentyloxy-4-methoxyphenyl)cyclohexan-1-one), [Cl-].[Na+] (sodium chloride), ketone, C[Si](C1SCCCS1)(C)C (2-trimethylsilyl-1,3-dithiane), C(CCC)[Li] (n-butyllithium). The reactants are BrCc1ccccc1, OCCCCCO, [H-], [Na+], CN(C)C=O, O. Yields the product OCCCCCOCc1ccccc1. Reaction SMILES: [Br:15][CH2:16][c:17]1[cH:18][cH:19][cH:20][cH:21][cH:22]1.[CH2:8]([CH2:9][CH2:10][CH2:11][CH2:12][OH:13])[OH:14].[H-:1].[Na+:2].[O:3]=[CH:4][N:5]([CH3:6])[CH3:7].[OH2:23]>>[CH2:8]([CH2:9][CH2:10][CH2:11][CH2:12][O:13][CH2:16][c:17]1[cH:18][cH:19][cH:20][cH:21][cH:22]1)[OH:14].